Dataset: the Open Reaction Database (ORD), a public repository of structured organic reaction records. Task: describe an organic reaction: reactants, conditions, products, and yield Reactants: BrCCc1ccccc1, CS(C)=O, Nc1ccccc1, O. Yields the product c1ccc(CCNc2ccccc2)cc1. Reaction SMILES: [CH2:8]([CH2:9][c:10]1[cH:11][cH:12][cH:13][cH:14][cH:15]1)[Br:16].[CH3:17][S:18]([CH3:19])=[O:20].[NH2:1][c:2]1[cH:3][cH:4][cH:5][cH:6][cH:7]1.[OH2:21]>>[NH:1]([c:2]1[cH:3][cH:4][cH:5][cH:6][cH:7]1)[CH2:8][CH2:9][c:10]1[cH:11][cH:12][cH:13][cH:14][cH:15]1. The reactants are FC1=C(C(C(=O)O)=CC=C1)O (3-fluorosalicylic acid), BrBr (bromine). The solvent is O (water), C(C)(=O)O (acetic acid). Conditions: time 48 hour. Product: BrC=1C=C(C(=C(C(=O)O)C1)O)F (5-bromo-3-fluoro-2-hydroxybenzoic acid). As a reaction SMILES: [F:1][C:2]1[CH:10]=[CH:9][CH:8]=[C:4]([C:5]([OH:7])=[O:6])[C:3]=1[OH:11].[Br:12]Br>C(O)(=O)C.O>[Br:12][C:9]1[CH:10]=[C:2]([F:1])[C:3]([OH:11])=[C:4]([CH:8]=1)[C:5]([OH:7])=[O:6]. Procedure details: 5.00 g (32 mmol) of 3-fluorosalicylic acid was suspended in 50 ml of glacial acetic acid, 2.2 m) of bromine were added and the mixture was stirred at ambient temperature for 48 h. The resulting suspension was diluted with 500 ml of water and the precipitate filtered off and dried by suction to afford 9.394 g of 5-bromo-3-fluoro-2-hydroxybenzoic acid as an ivory solid. The reactants are FC=1C=C(C=CC1)C(=O)N=C=S (3-Fluoro-1-benzenecarbonyl isothiocyanate), FC=1C=C(C=CC1)C(=O)Cl (3-fluoro-1-benzenecarbonyl chloride), COC=1C=C2C(=CC=NC2=CC1OC)OC1=CC(=C(N)C=C1)C (4-[(6,7-Dimethoxy-4-quinolyl)oxy]-2-methylaniline), C1(=CC=CC=C1)C (toluene). Run in C(C)O (ethanol), C(C)O (ethanol). Reaction conditions: time 2 hour. Product: FC=1C=C(C=CC1)C(=O)N=C=S (3-Fluoro-1-benzenecarbonyl isothiocyanate), COC=1C=C2C(=CC=NC2=CC1OC)OC1=CC(=C(C=C1)NC(=S)NC(C1=CC(=CC=C1)F)=O)C (N-{4-[(6,7-Dimethoxy-4-quinolyl)oxy]-2-methylphenyl}-N′-(3-fluorobenzoyl)thiourea). Isolated yield 81.0%. As a reaction SMILES: FC1C=C(C(Cl)=O)C=CC=1.[F:11][C:12]1[CH:13]=[C:14]([C:18]([N:20]=[C:21]=[S:22])=[O:19])[CH:15]=[CH:16][CH:17]=1.[CH3:23][O:24][C:25]1[CH:26]=[C:27]2[C:32](=[CH:33][C:34]=1[O:35][CH3:36])[N:31]=[CH:30][CH:29]=[C:28]2[O:37][C:38]1[CH:44]=[CH:43][C:41]([NH2:42])=[C:40]([CH3:45])[CH:39]=1.C1(C)C=CC=CC=1>C(O)C>[F:11][C:12]1[CH:13]=[C:14]([C:18]([N:20]=[C:21]=[S:22])=[O:19])[CH:15]=[CH:16][CH:17]=1.[CH3:23][O:24][C:25]1[CH:26]=[C:27]2[C:32](=[CH:33][C:34]=1[O:35][CH3:36])[N:31]=[CH:30][CH:29]=[C:28]2[O:37][C:38]1[CH:44]=[CH:43][C:41]([NH:42][C:21]([NH:20][C:18](=[O:19])[C:14]2[CH:15]=[CH:16][CH:17]=[C:12]([F:11])[CH:13]=2)=[S:22])=[C:40]([CH3:45])[CH:39]=1. Procedure details: 3-Fluoro-1-benzenecarbonyl isothiocyanate was prepared using commercially available 3-fluoro-1-benzenecarbonyl chloride (80 mg) as a starting compound according to the description of the literature. 3-Fluoro-1-benzenecarbonyl isothiocyanate was dissolved in ethanol (1 ml) to prepare a solution. 4-[(6,7-Dimethoxy-4-quinolyl)oxy]-2-methylaniline (50 mg), toluene (5 ml), and ethanol (1 ml) were added to the solution, and the mixture was stirred at room temperature for 2 hr. The reaction solution wa...